Dataset: the Open Reaction Database (ORD), a public repository of structured organic reaction records. Task: describe an organic reaction: reactants, conditions, products, and yield Solvent: C1(=CC=CC=C1)C (toluene). Procedure details: Under an argon atmosphere, triphenylene-2-boronic acid (32.6 g), 3-bromoiodobenzene (28.1 g), tetrakistriphenylphosphinepalladium(0) (2.31 g), toluene (200 mL), DME (dimethylether) (200 mL) and an aqueous solution of 2M sodium carbonate (200 mL) were put in a flask and heated to reflux for 24 hours. After the reaction solution was cooled down to the room temperature, the reaction solution was extracted with toluene. After an aqueous phase was removed, an organic layer was washed with saturated s... Reactants: C1=C(C=CC=2C3=CC=CC=C3C3=CC=CC=C3C12)B(O)O (triphenylene-2-boronic acid), BrC=1C=C(C=CC1)I (3-bromoiodobenzene), COC (DME), C([O-])([O-])=O.[Na+].[Na+] (sodium carbonate). The product is BrC=1C=C(C=CC1)C1=CC=2C3=CC=CC=C3C3=CC=CC=C3C2C=C1 (2-(3-bromophenyl)triphenylene). Reaction SMILES: [CH:1]1[C:18]2[C:17]3[C:12](=[CH:13][CH:14]=[CH:15][CH:16]=3)[C:11]3[C:6](=[CH:7][CH:8]=[CH:9][CH:10]=3)[C:5]=2[CH:4]=[CH:3][C:2]=1B(O)O.[Br:22][C:23]1[CH:24]=[C:25](I)[CH:26]=[CH:27][CH:28]=1.COC.C(=O)([O-])[O-].[Na+].[Na+]>C1C=CC([P]([Pd]([P](C2C=CC=CC=2)(C2C=CC=CC=2)C2C=CC=CC=2)([P](C2C=CC=CC=2)(C2C=CC=CC=2)C2C=CC=CC=2)[P](C2C=CC=CC=2)(C2C=CC=CC=2)C2C=CC=CC=2)(C2C=CC=CC=2)C2C=CC=CC=2)=CC=1.C1(C)C=CC=CC=1>[Br:22][C:23]1[CH:24]=[C:25]([C:14]2[CH:15]=[CH:16][C:17]3[C:18]4[C:5](=[CH:4][CH:3]=[CH:2][CH:1]=4)[C:6]4[C:11](=[CH:10][CH:9]=[CH:8][CH:7]=4)[C:12]=3[CH:13]=2)[CH:26]=[CH:27][CH:28]=1 |f:3.4.5,^1:42,44,63,82|. The reagents and catalysts are C=1C=CC(=CC1)[P](C=2C=CC=CC2)(C=3C=CC=CC3)[Pd]([P](C=4C=CC=CC4)(C=5C=CC=CC5)C=6C=CC=CC6)([P](C=7C=CC=CC7)(C=8C=CC=CC8)C=9C=CC=CC9)[P](C=1C=CC=CC1)(C=1C=CC=CC1)C=1C=CC=CC1 (tetrakistriphenylphosphinepalladium(0)). Reactants: COC(CCC1=NC(=CC=C1O)C#CC1=CC=C(C=C1)CC(=O)OC)=O (3-{3-hydroxy-6-[2-(4-methoxycarbonylmethylphenyl)-ethinyl]-2-pyridyl}-propionic acid methyl ester), BrCCCC/C=C/C1=CC=C(C=C1)OC ((1E)-6-bromo-1-(4-methoxyphenyl)-1-hexene). The product is COC(CCC1=NC(=CC=C1OCCCC\C=C\C1=CC=C(C=C1)OC)C#CC1=CC=C(C=C1)CC(=O)OC)=O (3-{3-[6-(4-methoxyphenyl)-(5E)-5-hexenyloxy]-6-[2-(4-methoxycarbonylmethylphenyl)-ethinyl]-2-pyridyl}-propionic acid methyl ester). Yield: 54.8%. Reaction SMILES: [CH3:1][O:2][C:3](=[O:26])[CH2:4][CH2:5][C:6]1[C:11]([OH:12])=[CH:10][CH:9]=[C:8]([C:13]#[C:14][C:15]2[CH:20]=[CH:19][C:18]([CH2:21][C:22]([O:24][CH3:25])=[O:23])=[CH:17][CH:16]=2)[N:7]=1.Br[CH2:28][CH2:29][CH2:30][CH2:31]/[CH:32]=[CH:33]/[C:34]1[CH:39]=[CH:38][C:37]([O:40][CH3:41])=[CH:36][CH:35]=1>>[CH3:1][O:2][C:3](=[O:26])[CH2:4][CH2:5][C:6]1[C:11]([O:12][CH2:28][CH2:29][CH2:30][CH2:31]/[CH:32]=[CH:33]/[C:34]2[CH:35]=[CH:36][C:37]([O:40][CH3:41])=[CH:38][CH:39]=2)=[CH:10][CH:9]=[C:8]([C:13]#[C:14][C:15]2[CH:16]=[CH:17][C:18]([CH2:21][C:22]([O:24][CH3:25])=[O:23])=[CH:19][CH:20]=2)[N:7]=1. Procedure details: Under the conditions of example 1 D, 600 mg of 3-{3-hydroxy-6-[2-(4-methoxycarbonylmethylphenyl)-ethinyl]-2-pyridyl}-propionic acid methyl ester is reacted with 460 mg of (1E)-6-bromo-1-(4-methoxyphenyl)-1-hexene, worked up, and the crude product is chromatographed on silica gel with hexane/0-10% ethyl acetate. 504 mg of 3-{3-[6-(4-methoxyphenyl)-(5E)-5-hexenyloxy]-6-[2-(4-methoxycarbonylmethylphenyl)-ethinyl]-2-pyridyl}-propionic acid methyl ester is obtained as oil. Reactants: ClC=1C=C(C=CC1)N1N=C(C=C1C1=C(C=CC=C1)F)C(=O)O (1-(3-Chlorophenyl)-5-(2-fluorophenyl)-1H-pyrazole-3-carboxylic acid), ClC=1C=C(C=CC1F)N1N=C(C=C1C1=CC(=CC(=C1)F)Cl)C(=O)N1CNC(C1)=O (1-{[1-(3-Chloro-4-fluorophenyl)-5-(3-chloro-5-fluorophenyl)-1H-pyrazol-3-yl]carbonyl}imidazolidin-4-one). Yields the product ClC=1C=C(C=CC1)N1N=C(C=C1C1=C(C=CC=C1)F)C(=O)N1CNC(C1)=O (1-{[1-(3-Chlorophenyl)-5-(2-fluorophenyl)-1H-pyrazol-3-yl]carbonyl}imidazolidin-4-one). RXN SMILES: [Cl:1][C:2]1[CH:3]=[C:4]([N:8]2[C:12]([C:13]3[CH:18]=[CH:17][CH:16]=[CH:15][C:14]=3[F:19])=[CH:11][C:10]([C:20]([OH:22])=O)=[N:9]2)[CH:5]=[CH:6][CH:7]=1.ClC1C=C(N2C(C3C=C(F)C=C(Cl)C=3)=CC(C([N:46]3[CH2:50][C:49](=[O:51])[NH:48][CH2:47]3)=O)=N2)C=CC=1F>>[Cl:1][C:2]1[CH:3]=[C:4]([N:8]2[C:12]([C:13]3[CH:18]=[CH:17][CH:16]=[CH:15][C:14]=3[F:19])=[CH:11][C:10]([C:20]([N:46]3[CH2:50][C:49](=[O:51])[NH:48][CH2:47]3)=[O:22])=[N:9]2)[CH:5]=[CH:6][CH:7]=1. Procedure: The preparation of the title compound takes place starting from the compound of Example 86A in analogy to the synthesis of the compound of Example 1. 34 mg (88% of theory) of the title compound are obtained. The reactants are Cl, Cc1c(F)c(Cl)c(C(=O)Cl)c(Cl)c1F, Cc1c(F)cc(C(=O)Cl)cc1F. The product is Cc1c(F)cc(C(=O)Cl)c(Cl)c1F. As a reaction SMILES: [Cl:1].[F:14][c:15]1[c:16]([Cl:27])[c:17]([C:18](=[O:19])[Cl:20])[c:21]([Cl:26])[c:22]([F:25])[c:23]1[CH3:24].[F:2][c:3]1[cH:4][c:5]([C:11]([Cl:12])=[O:13])[cH:6][c:7]([F:8])[c:9]1[CH3:10]>>[F:14][c:15]1[cH:16][c:17]([C:18](=[O:19])[Cl:20])[c:21]([Cl:26])[c:22]([F:25])[c:23]1[CH3:24]. The reactants are N[C@@H](CC1=CC=CC=C1)C(=O)N (L-phenylalanine amide). The solvent is O (water). Yields the product N[C@H](CC1=CC=CC=C1)C(=O)N (D-phenylalanine amide). Reaction SMILES: [NH2:1][C@H:2]([C:10]([NH2:12])=[O:11])[CH2:3][C:4]1[CH:9]=[CH:8][CH:7]=[CH:6][CH:5]=1>O>[NH2:1][C@@H:2]([C:10]([NH2:12])=[O:11])[CH2:3][C:4]1[CH:9]=[CH:8][CH:7]=[CH:6][CH:5]=1. Procedure details: In accordance with the process described in JP Patent Application Laying Open (Kokai) No. 62-55097, Enterobacter cloacae N-7901 (FERM BP-873) was cultured. This culture solution, 500 mL, was centrifuged, and the wet cells were then suspended in distilled water to prepare a 1,140 g cell suspension. D, L-phenylalanine amide, 60 g, was dissolved in this suspension, and the mixture was then allowed to react at 40° C. for 24 hours. After the reaction, cells were removed by centrifugation and 1,150 g ... The solvent is C(Cl)(Cl)Cl (Chloroform). Yield: 70.0%. The product is O.COC(COC1=C2C(=C(N(C2=C2C(=C1)C=CC=C2)CC2=CC=CC=C2)CC)C(C(=O)N)=O)=O.NC(C(=O)C2=C(N(C1=C3C(=CC(=C21)OCC(=O)OC)C=CC=C3)CC3=CC=CC=C3)CC)=O (2-[[3-(2-Amino-1,2-dioxoethyl)-2-ethyl-1-benzyl-1H-benz[g]indol-4-yl]oxy]acetic acid methyl ester hemihydrate). Reactants: C(C1=CC=CC=C1)N1C(=CC2=C(C=C3C(=C12)C=CC=C3)OC)CC (1-benzyl-2-ethyl-4-methoxybenz[g]indole), C(C)(=O)C=1N(C2=C3C(=CC(=C2C1)OC)C=CC=C3)CC3=CC=CC=C3 (2-acetyl-1-benzyl-4-methoxybenz[g]indole), C(C)(=O)OCC.C(C)O (ethyl acetate ethanol). Procedure details: Preparation of 1-benzyl-2-ethyl-4-methoxybenz[g]indole. A mixture of 2-acetyl-1-benzyl-4-methoxybenz[g]indole (0.70 g, 2.1 mmol) and 10% palladium-on-carbon (300 mg) in 1:1 ethyl acetate/ethanol (50 mL) was hydrogenated at room temperature under 40 psi pressure for 18 h. Chloroform (3 mL) was added and the mixture further hydrogenated for 18 h. The mixture was filtered through Celite™ which was washed thoroughly with ethyl acetate. The combined washings were concentrated in vacuo to provide 0.47... As a reaction SMILES: [CH2:1]([N:8]1[C:16]2[C:11](=[C:12]([O:21][CH3:22])[CH:13]=[C:14]3[CH:20]=[CH:19][CH:18]=[CH:17][C:15]3=2)[CH:10]=[C:9]1[CH2:23][CH3:24])[C:2]1[CH:7]=[CH:6][CH:5]=[CH:4][CH:3]=1.[C:25]([C:28]1[N:29](CC2C=CC=CC=2)C2C(C=1)=C(OC)C=C1C=CC=CC=21)(=[O:27])C.[C:50]([O:53][CH2:54]C)(=[O:52])C.C([OH:58])C>[Pd].C(Cl)(Cl)Cl>[OH2:21].[CH3:54][O:53][C:50](=[O:52])[CH2:22][O:21][C:12]1[CH:13]=[C:14]2[CH:20]=[CH:19][CH:18]=[CH:17][C:15]2=[C:16]2[C:11]=1[C:10]([C:25](=[O:27])[C:28]([NH2:29])=[O:58])=[C:9]([CH2:23][CH3:24])[N:8]2[CH2:1][C:2]1[CH:3]=[CH:4][CH:5]=[CH:6][CH:7]=1.[NH2:29][C:28](=[O:58])[C:25]([C:10]1[C:11]2[C:16](=[C:15]3[CH:17]=[CH:18][CH:19]=[CH:20][C:14]3=[CH:13][C:12]=2[O:21][CH2:22][C:50]([O:53][CH3:54])=[O:52])[N:8]([CH2:1][C:2]2[CH:3]=[CH:4][CH:5]=[CH:6][CH:7]=2)[C:9]=1[CH2:23][CH3:24])=[O:27] |f:2.3,6.7.8|. Reagents/catalysts: [Pd] (palladium-on-carbon). Reaction conditions: time 18 hour. The reactants are C1(=CC=CC=C1)S(=O)(=O)N1C(=CC=2C1=NC=C(C2)C)C(=CC2CCCC2)OS(=O)(=O)C2=CC=C(C=C2)C (toluene-4-sulfonic acid 1-(1-benzenesulfonyl-5-methyl-1H-pyrrolo[2,3-b]pyridin-2-yl)-2-cyclopentyl-vinyl ester), COC(C1=C(C=C(C=C1)B1OC(C(O1)(C)C)(C)C)F)=O (2-fluoro-4-(4,4,5,5-tetramethyl-[1,3,2]dioxaborolan-2-yl)-benzoic acid methyl ester), C([O-])([O-])=O.[Na+].[Na+] (sodium carbonate). Reagents/catalysts: Cl[Pd]([P](C1=CC=CC=C1)(C2=CC=CC=C2)C3=CC=CC=C3)([P](C4=CC=CC=C4)(C5=CC=CC=C5)C6=CC=CC=C6)Cl (dichlorobis(triphenylphosphine)palladium). The solvent is C(C)(=O)OCC (ethyl acetate), O1CCOCC1 (dioxane). Yields the product COC(C1=C(C=C(C=C1)C(=CC1CCCC1)C1=CC=2C(=NC=C(C2)C)N1S(=O)(=O)C1=CC=CC=C1)F)=O (4-[1-(1-benzenesulfonyl-5-methyl-1H-pyrrolo[2,3-b]pyridin-2-yl)-2-cyclopentyl-vinyl]-2-fluoro-benzoic acid methyl ester). Yield: 82.8%. RXN SMILES: [C:1]1([S:7]([N:10]2[C:14]3=[N:15][CH:16]=[C:17]([CH3:19])[CH:18]=[C:13]3[CH:12]=[C:11]2[C:20](OS(C2C=CC(C)=CC=2)(=O)=O)=[CH:21][CH:22]2[CH2:26][CH2:25][CH2:24][CH2:23]2)(=[O:9])=[O:8])[CH:6]=[CH:5][CH:4]=[CH:3][CH:2]=1.[CH3:38][O:39][C:40](=[O:57])[C:41]1[CH:46]=[CH:45][C:44](B2OC(C)(C)C(C)(C)O2)=[CH:43][C:42]=1[F:56].C(=O)([O-])[O-].[Na+].[Na+]>O1CCOCC1.C(OCC)(=O)C.Cl[Pd](Cl)([P](C1C=CC=CC=1)(C1C=CC=CC=1)C1C=CC=CC=1)[P](C1C=CC=CC=1)(C1C=CC=CC=1)C1C=CC=CC=1>[CH3:38][O:39][C:40](=[O:57])[C:41]1[CH:46]=[CH:45][C:44]([C:20]([C:11]2[N:10]([S:7]([C:1]3[CH:2]=[CH:3][CH:4]=[CH:5][CH:6]=3)(=[O:9])=[O:8])[C:14]3=[N:15][CH:16]=[C:17]([CH3:19])[CH:18]=[C:13]3[CH:12]=2)=[CH:21][CH:22]2[CH2:26][CH2:25][CH2:24][CH2:23]2)=[CH:43][C:42]=1[F:56] |f:2.3.4,^1:78,97|. Procedure details: To a mixture of toluene-4-sulfonic acid 1-(1-benzenesulfonyl-5-methyl-1H-pyrrolo[2,3-b]pyridin-2-yl)-2-cyclopentyl-vinyl ester (prepared as in Example 128, 1.28 g, 2.4 mmol), 2-fluoro-4-(4,4,5,5-tetramethyl-[1,3,2]dioxaborolan-2-yl)-benzoic acid methyl ester (2.01 mg, 2.4 mmol) and dichlorobis(triphenylphosphine)palladium (II) (170 mg, 0.24 mmol) in dioxane (10 mL) was added an aqueous sodium carbonate solution (2 M, 3.6 mL, 7.2 mmol). The resulting mixture was subjected to microwave irradiation... Reactants: IC (iodomethane), CC(C)([O-])C.[K+] (potassium tert-butoxide), C(C1=CC=CC=C1)(=O)CC(C1=CC=CC=C1)=O (dibenzoylmethane), O=O (oxygen). The solvent is N#N (N2), O (water). Conditions: time 1 hour. Yields the product C1(=CC=CC=C1)C(C(C(=O)C1=CC=CC=C1)C)=O (1,3-diphenyl-2-methyl-1,3-propandione). The yield is 83.9%. RXN SMILES: O=O.[CH3:3]C(C)([O-])C.[K+].[C:9]([CH2:17][C:18](=[O:25])[C:19]1[CH:24]=[CH:23][CH:22]=[CH:21][CH:20]=1)(=[O:16])[C:10]1[CH:15]=[CH:14][CH:13]=[CH:12][CH:11]=1.IC>N#N.O>[C:10]1([C:9](=[O:16])[CH:17]([CH3:3])[C:18]([C:19]2[CH:24]=[CH:23][CH:22]=[CH:21][CH:20]=2)=[O:25])[CH:15]=[CH:14][CH:13]=[CH:12][CH:11]=1 |f:1.2|. Reported procedure: To a three-neck flask in N2 atmosphere free of water and oxygen were successively added 0.066 mol potassium tert-butoxide and 150 mlTHF. Then to the resulting mixture was slowly added dropwise 0.06 mol dibenzoylmethane with stirring while cooling the mixture with ice-bath. The reaction was allowed to continue at room temperature for 1 hour, then 0.07 mol iodomethane was added dropwise at room temperature. Next, the reaction was allowed to continue at room temperature for further 48 hours. After ... As a reaction SMILES: [Br:1][C:2]1[C:3]([NH2:11])=[N:4][CH:5]=[C:6]([CH:8]2[CH2:10][CH2:9]2)[CH:7]=1.[CH2:12]([O:14][C:15]([N:17]=[C:18]=[S:19])=[O:16])[CH3:13]>O1CCOCC1>[Br:1][C:2]1[C:3]([NH:11][C:18]([NH:17][C:15]([O:14][CH2:12][CH3:13])=[O:16])=[S:19])=[N:4][CH:5]=[C:6]([CH:8]2[CH2:9][CH2:10]2)[CH:7]=1. Yields the product BrC=1C(=NC=C(C1)C1CC1)NC(=S)NC(=O)OCC (N-(3-Bromo-5-cyclopropyl-pyridin-2-yl)-N′-ethoxycarbonyl-thiourea), oil. The reactants are BrC=1C(=NC=C(C1)C1CC1)N (3-bromo-5-cyclopropyl-pyridin-2-ylamine), C(C)OC(=O)N=C=S (ethoxy carbonyl isothiocyanate). Reaction conditions: time 6 hour. Procedure details: To a solution of 3-bromo-5-cyclopropyl-pyridin-2-ylamine (1.0 g, 4.69 mmol) in dry 1,4-dioxane (20 mL) was added ethoxy carbonyl isothiocyanate (0.55 mL, 5.16 mmol) under an argon atmosphere and stirred at room temperature for 6 hours. The solvent was evaporated and the title compound was obtained as light yellow oil (1.5 g, 98%). Isolated yield 98.0%. Solvent: O1CCOCC1 (1,4-dioxane). Starting materials: O=C(C(=O)O)CCC1=CC=CC=C1 (2-Oxo-4-phenylbutyric acid), C(C1=CC=CC=C1)OC(=O)NNC(C)C(=O)N1[C@H](C(=O)O)CCC1 (benzyloxycarbonylamino-D,L-alanyl-L-proline), C(#N)[BH3-].[Na+] (sodium cyanoborohydride). The product is C(=O)(O)C(CCC1=CC=CC=C1)NC(CN)C(=O)N1[C@H](C(=O)O)CCC1 (N-(1-carboxy-3-phenylpropyl)-β-amino-D,L-alanyl-L-proline). Reaction SMILES: O=[C:2]([CH2:6][CH2:7][C:8]1[CH:13]=[CH:12][CH:11]=[CH:10][CH:9]=1)[C:3]([OH:5])=[O:4].C(OC(N[NH:25][CH:26]([C:28]([N:30]1[CH2:37][CH2:36][CH2:35][C@H:31]1[C:32]([OH:34])=[O:33])=[O:29])[CH3:27])=O)C1C=CC=CC=1.C([BH3-])#[N:39].[Na+]>>[C:3]([CH:2]([NH:25][CH:26]([C:28]([N:30]1[CH2:37][CH2:36][CH2:35][C@H:31]1[C:32]([OH:34])=[O:33])=[O:29])[CH2:27][NH2:39])[CH2:6][CH2:7][C:8]1[CH:13]=[CH:12][CH:11]=[CH:10][CH:9]=1)([OH:5])=[O:4] |f:2.3|. Procedure details: Under basic conditions, DL-α,β-diaminopropionic acid is reacted with excess benzyloxycarbonyl chloride to yield upon acidification D,L-α,β-bis(benzyloxycarbonylamino)-propionic acid (mp=123.5°-124° C. ). Phosphorous pentachloride is added to a chloroform solution containing the di-Cbz product to yield on workup D,L-4-(benzyloxycarbonylaminomethyl)-oxazolidin-2,5-dione. A solution of L-proline t-butyl ester in methylene chloride is added to the N-carboxyanhydride in tetrahydrofuran at -60° C. Aft...